describe an organic reaction: reactants, conditions, products, and yield From a dataset of the Open Reaction Database (ORD), a public repository of structured organic reaction records. The reactants are CCOC(=O)C (EtOAc), COC(=O)C=1C(=C2C=C(C(N(C2=CN1)C1=CC=CC=C1)=O)Br)O (3-bromo-5-hydroxy-2-oxo-1-phenyl-1,2-dihydro-[1,7]naphthyridine-6-carboxylic acid methyl ester), C1(=CC=CC=C1)[Sn](CCCC)(CCCC)CCCC (PhSnBu3). Reagents/catalysts: Cl[Pd]([P](C1=CC=CC=C1)(C2=CC=CC=C2)C3=CC=CC=C3)([P](C4=CC=CC=C4)(C5=CC=CC=C5)C6=CC=CC=C6)Cl (PdCl2(PPh3)2). The solvent is [Cl-].[Na+].O (brine), CN(C)C=O (DMF). Reaction conditions: temperature 120 celsius. Yields the product COC(=O)C=1C(=C2C=C(C(N(C2=CN1)C1=CC=CC=C1)=O)C1=CC=CC=C1)O (5-Hydroxy-2-oxo-1,3-diphenyl-1,2-dihydro-[1,7]naphthyridine-6-carboxylic acid methyl ester). Yield: 65.5%. RXN SMILES: [CH3:1][O:2][C:3]([C:5]1[C:6]([OH:23])=[C:7]2[C:12](=[CH:13][N:14]=1)[N:11]([C:15]1[CH:20]=[CH:19][CH:18]=[CH:17][CH:16]=1)[C:10](=[O:21])[C:9](Br)=[CH:8]2)=[O:4].[C:24]1([Sn](CCCC)(CCCC)CCCC)[CH:29]=[CH:28][CH:27]=[CH:26][CH:25]=1.CCOC(C)=O>CN(C=O)C.[Cl-].[Na+].O.Cl[Pd](Cl)([P](C1C=CC=CC=1)(C1C=CC=CC=1)C1C=CC=CC=1)[P](C1C=CC=CC=1)(C1C=CC=CC=1)C1C=CC=CC=1>[CH3:1][O:2][C:3]([C:5]1[C:6]([OH:23])=[C:7]2[C:12](=[CH:13][N:14]=1)[N:11]([C:15]1[CH:20]=[CH:19][CH:18]=[CH:17][CH:16]=1)[C:10](=[O:21])[C:9]([C:24]1[CH:29]=[CH:28][CH:27]=[CH:26][CH:25]=1)=[CH:8]2)=[O:4] |f:4.5.6,^1:59,78|. Procedure: A mixture of 3-bromo-5-hydroxy-2-oxo-1-phenyl-1,2-dihydro-[1,7]naphthyridine-6-carboxylic acid methyl ester (300 mg, 0.8 mmol), PhSnBu3 (0.31 mL, 0.96 mmol), and PdCl2(PPh3)2 (112 mg, 0.16 mmol) in DMF (8 mL) was heated at 120° C. under nitrogen atmosphere for 2 h. After the mixture was cooled to r.t., brine (10 mL) and EtOAc (50 mL) were added. The aqueous layer was extracted with additional EtOAc and the organic layers were combined, washed with water, and dried over MgSO4. After evaporating t...